Dataset: the Open Reaction Database (ORD), a public repository of structured organic reaction records. Task: describe an organic reaction: reactants, conditions, products, and yield Yield: 71.9%. Reaction SMILES: C1(P(C2C=CC=CC=2)C2C=CC=CC=2)C=CC=CC=1.BrN1C(=O)CCC1=O.[CH:28]1([S:33]([C:36]2[CH:41]=[CH:40][C:39]([CH:42]([CH2:46][CH:47]3[CH2:51][CH2:50][CH2:49][CH2:48]3)[C:43](O)=[O:44])=[CH:38][CH:37]=2)(=[O:35])=[O:34])[CH2:32][CH2:31][CH2:30][CH2:29]1.[NH2:52][C:53]1[S:54][CH:55]=[CH:56][N:57]=1.N1C=CC=CC=1>C(Cl)Cl.O>[CH:28]1([S:33]([C:36]2[CH:37]=[CH:38][C:39]([CH:42]([CH2:46][CH:47]3[CH2:51][CH2:50][CH2:49][CH2:48]3)[C:43]([NH:52][C:53]3[S:54][CH:55]=[CH:56][N:57]=3)=[O:44])=[CH:40][CH:41]=2)(=[O:35])=[O:34])[CH2:32][CH2:31][CH2:30][CH2:29]1. Yields the product hexanes ethyl acetate, C1(CCCC1)S(=O)(=O)C1=CC=C(C=C1)C(C(=O)NC=1SC=CN1)CC1CCCC1 (2-(4-cyclopentanesulfonyl-phenyl)-3-cyclopentyl-N-thiazol-2-yl-propionamide). Solvent: C(Cl)Cl (methylene chloride), C(Cl)Cl (methylene chloride), O (water). Run at temperature 25 celsius, time 45 minute. Reported procedure: A solution of triphenylphosphine (106 mg, 0.40 mmol) and N-bromosuccinimide (82 mg, 0.45 mmol) in methylene chloride (1.35 mL) was cooled to 0° C. and then treated with a solution of 2-(4-cyclopentanesulfonyl-phenyl)-3-cyclopentyl-propionic acid (94.8 mg, 0.27 mmol) in methylene chloride. The reaction mixture was stirred at 25° C. for 45 min. At this time, the reaction was treated with 2-aminothiazole (35 mg, 0.35 mmol) and pyridine (0.03 ml, 0.40 mmol). The reaction was stirred at 25° C. for 18... The reactants are C1(=CC=CC=C1)P(C1=CC=CC=C1)C1=CC=CC=C1 (triphenylphosphine), BrN1C(CCC1=O)=O (N-bromosuccinimide), C1(CCCC1)S(=O)(=O)C1=CC=C(C=C1)C(C(=O)O)CC1CCCC1 (2-(4-cyclopentanesulfonyl-phenyl)-3-cyclopentyl-propionic acid), NC=1SC=CN1 (2-aminothiazole), N1=CC=CC=C1 (pyridine).